This data is from the Open Reaction Database (ORD), a public repository of structured organic reaction records. The task is: describe an organic reaction: reactants, conditions, products, and yield Starting materials: C(C(C)C)(=O)OC (methyl isobutyrate), [NH4+].[Cl-] (NH4Cl), C(CCC)[Li] (n-Butyllithium), C(C)(C)NC(C)C (diisopropylamine), ClCC=1N=C(OC1C)C1=CC=CC=C1 (4-chloromethyl-5-methyl-2-phenyl-oxazole). Solvent: C1CCOC1 (THF), C1CCOC1 (THF), C1CCOC1 (THF), CN1CCCN(C1=O)C (DMPU). Conditions: temperature -78 celsius, time 15 minute. Yields the product CC(C(=O)O)(CC=1N=C(OC1C)C1=CC=CC=C1)C (2,2-Dimethyl-3-(5-methyl-2-phenyl-oxazol-4-yl)-propionic acid). As a reaction SMILES: C([Li])CCC.C(NC(C)C)(C)C.[C:13]([O:18]C)(=[O:17])[CH:14]([CH3:16])[CH3:15].Cl[CH2:21][C:22]1[N:23]=[C:24]([C:28]2[CH:33]=[CH:32][CH:31]=[CH:30][CH:29]=2)[O:25][C:26]=1[CH3:27].[NH4+].[Cl-]>C1COCC1.CN1C(=O)N(C)CCC1>[CH3:15][C:14]([CH3:16])([CH2:21][C:22]1[N:23]=[C:24]([C:28]2[CH:33]=[CH:32][CH:31]=[CH:30][CH:29]=2)[O:25][C:26]=1[CH3:27])[C:13]([OH:18])=[O:17] |f:4.5|. Procedure details: n-Butyllithium (1.6M in hexane, 5.05 ml) was added dropwise to a solution of diisopropylamine (1.16 ml) in THF (30 ml) at 0° C. under argon. The resulting mixture was stirred for another 15 minutes before it was cooled to −78° C. and a solution of methyl isobutyrate (0.84 ml) in THF (3 ml) was added dropwise. After the addition was completed, the reaction mixture was allowed to warm to 0° C. and than again cooled to −78° C. At this temperature a solution of 4-chloromethyl-5-methyl-2-phenyl-oxazo... Starting materials: O[C@H]1[C@@H](C2=C(OC1(C)C)C=CC(=C2)C#N)N2C(C=CC(=C2)CO[Si](C)(C)C(C)(C)C)=O (trans-3-hydroxy-6-cyano-3,4-dihydro-2,2-dimethyl-4-(1,2-dihydro-2-oxo-5-t-butyldimethylsilyloxymethyl-1-pyridinyl)-2H-benzo[b]pyran), [H-].[Na+] (sodium hydride). Solvent: O1CCCC1 (tetrahydrofuran). Yields the product C(#N)C1=CC2=C(OC(C=C2N2C(C=CC(=C2)CO[Si](C)(C)C(C)(C)C)=O)(C)C)C=C1 (6-cyano-2,2-dimethyl-4-(1,2-dihydro-2-oxo-5-t-butyldimethylsilyloxymethyl-1-pyridinyl}-2H-benzo[b]pyran). Yield: 91.6%. RXN SMILES: O[C@@H:2]1[C:7]([CH3:9])([CH3:8])[O:6][C:5]2[CH:10]=[CH:11][C:12]([C:14]#[N:15])=[CH:13][C:4]=2[C@H:3]1[N:16]1[CH:21]=[C:20]([CH2:22][O:23][Si:24]([C:27]([CH3:30])([CH3:29])[CH3:28])([CH3:26])[CH3:25])[CH:19]=[CH:18][C:17]1=[O:31].[H-].[Na+]>O1CCCC1>[C:14]([C:12]1[CH:11]=[CH:10][C:5]2[O:6][C:7]([CH3:9])([CH3:8])[CH:2]=[C:3]([N:16]3[CH:21]=[C:20]([CH2:22][O:23][Si:24]([C:27]([CH3:28])([CH3:30])[CH3:29])([CH3:25])[CH3:26])[CH:19]=[CH:18][C:17]3=[O:31])[C:4]=2[CH:13]=1)#[N:15] |f:1.2|. Procedure details: In 50 ml of anhydrous tetrahydrofuran, is dissolved 1.32 g of trans-3-hydroxy-6-cyano-3,4-dihydro-2,2-dimethyl-4-(1,2-dihydro-2-oxo-5-t-butyldimethylsilyloxymethyl-1-pyridinyl)-2H-benzo[b]pyran obtained in Example 12. Then, 0.12 g of 60% oily sodium hydride is added to the solution at room temperature, and reacted under reflux for 3 hours. The reaction mixture is concentrated under reduced pressure, and the residue is mixed with ethyl acetate and water and extracted with the ethyl acetate. The o... Starting materials: NC=1SC2=C(N1)C(=CC=C2N2CCOCC2)OC (2-amino-4-methoxy-7-morpholin-4-yl-benzothiazol), CO (methanol), C(C)N(C(C)C)C(C)C (N-ethyl-diisopropylamine), O1CCC(CC1)C(=O)Cl (tetrahydropyran-4-carbonyl chloride). The solvent is O1CCCC1 (tetrahydrofurane). Conditions: temperature 0 celsius. Yields the product COC1=CC=C(C2=C1N=C(S2)NC(=O)C2CCOCC2)N2CCOCC2 (Tetrahydro-pyran-4-carboxylic acid (4-methoxy-7-morpholin-4-yl-benzothiazol-2-yl)-amide). Isolated yield 94.1%. Reaction SMILES: [NH2:1][C:2]1[S:3][C:4]2[C:10]([N:11]3[CH2:16][CH2:15][O:14][CH2:13][CH2:12]3)=[CH:9][CH:8]=[C:7]([O:17][CH3:18])[C:5]=2[N:6]=1.C(N(C(C)C)C(C)C)C.[O:28]1[CH2:33][CH2:32][CH:31]([C:34](Cl)=[O:35])[CH2:30][CH2:29]1.CO>O1CCCC1>[CH3:18][O:17][C:7]1[C:5]2[N:6]=[C:2]([NH:1][C:34]([CH:31]3[CH2:32][CH2:33][O:28][CH2:29][CH2:30]3)=[O:35])[S:3][C:4]=2[C:10]([N:11]2[CH2:16][CH2:15][O:14][CH2:13][CH2:12]2)=[CH:9][CH:8]=1. Reported procedure: To a solution of 2-amino-4-methoxy-7-morpholin-4-yl-benzothiazol (100 mg, 0.4 mmol) in tetrahydrofurane (2 ml) were subsequently added N-ethyl-diisopropylamine (194 □1, 1.1 mmol) and tetrahydropyran-4-carbonyl chloride (77 mg, 0.52 mmol, dissolved in 0.5 ml tetrahydrofurane) and the mixture refluxed for 3 h. The mixture was then cooled to 0° C., methanol (0.4 ml) was added and the mixture slowly warmed to 20° C. Then the mixture was evaporated to dryness, dichloromethane was added (3 ml) and ext...